This data is from the Open Reaction Database (ORD), a public repository of structured organic reaction records. The task is: describe an organic reaction: reactants, conditions, products, and yield Reactants: C(CCC)O (n-butanol), C(CC)O (n-propanol), Ni Mo, O (water). The product is C(CCC)(O)O (butanediol), CC(C(O)O)CC (2-methylbutanediol). As a reaction SMILES: [CH2:1]([OH:5])[CH2:2][CH2:3][CH3:4].[CH2:6]([OH:9])[CH2:7][CH3:8].[OH2:10]>>[CH:1]([OH:9])([OH:5])[CH2:2][CH2:3][CH3:4].[CH3:8][CH:7]([CH2:1][CH3:2])[CH:6]([OH:10])[OH:9]. Procedure details: Before the reaction, the reaction system was charged in a similar way to Example 1 with 20 g of Raney Ni/Mo in 300 ml of water. At 30 bar and a reactor temperature of from 145 to 151° C., the product was obtained in an amount of 213 g/h and comprised 93.3% by weight of butanediol, 0.3% by weight of 2-methylbutanediol, 1.5% by weight of n-butanol, 4.2% by weight of n-propanol and a few further products in amounts of less than 0.08% by weight. The STY was about 0.25 kg of butanediol/l·h.